From a dataset of the Open Reaction Database (ORD), a public repository of structured organic reaction records. describe an organic reaction: reactants, conditions, products, and yield The reactants are C(C)(C)(C)OC(=O)N[C@@H]1CN(CC[C@H]1O[Si](C)(C)C(C)(C)C)C(=O)OCC1=CC=CC=C1 ((3R,4R)-benzyl 3-(tert-butoxycarbonylamino)-4-(tert-butyldimethylsilyloxy)piperidine-1-carboxylate). Reagents/catalysts: [Pd] (palladium on carbon). The solvent is CCO.CCOC(=O)C (EtOH EtOAc). Run at time 72 hour. Product: [Si](C)(C)(C(C)(C)C)O[C@H]1[C@@H](CNCC1)NC(OC(C)(C)C)=O (tert-butyl (3R,4R)-4-(tert-butyldimethylsilyloxy)piperidin-3-ylcarbamate). The yield is 99.0%. Reaction SMILES: [C:1]([O:5][C:6]([NH:8][C@H:9]1[C@H:14]([O:15][Si:16]([C:19]([CH3:22])([CH3:21])[CH3:20])([CH3:18])[CH3:17])[CH2:13][CH2:12][N:11](C(OCC2C=CC=CC=2)=O)[CH2:10]1)=[O:7])([CH3:4])([CH3:3])[CH3:2]>[Pd].CCO.CCOC(C)=O>[Si:16]([O:15][C@@H:14]1[CH2:13][CH2:12][NH:11][CH2:10][C@H:9]1[NH:8][C:6](=[O:7])[O:5][C:1]([CH3:4])([CH3:3])[CH3:2])([C:19]([CH3:22])([CH3:21])[CH3:20])([CH3:18])[CH3:17] |f:2.3|. Procedure details: To a solution of (3R,4R)-benzyl 3-(tert-butoxycarbonylamino)-4-(tert-butyldimethylsilyloxy)piperidine-1-carboxylate (1.0 equiv.) in 1:1 EtOH/EtOAc, at a concentration of 0.1 M, was added 10% palladium on carbon (0.1 eq.). The resultant heterogeneous solution was put under an atmosphere of hydrogen and was stirred for 72 hours. At this time the mixture was filtered through a pad of celite eluting with EtOAc. The volatiles were removed in vacuo yielding tert-butyl (3R,4R)-4-(tert-butyldimethylsily... The reactants are CN(C=O)C (dimethylformamide), COC1=C(C=CC(=C1)C(C)=O)O (2-methoxy-4-acetylphenol), BrCC(=O)OCC (ethyl α-bromoacetate), C([O-])([O-])=O.[K+].[K+] (potassium carbonate). Solvent: O (water). Run at time 8 hour. The product is COC1=C(OCC(=O)OCC)C=CC(=C1)C(C)=O (ethyl α-(2-methoxy-4-acetylphenoxy)acetate). Reaction SMILES: CN(C)C=O.[CH3:6][O:7][C:8]1[CH:13]=[C:12]([C:14](=[O:16])[CH3:15])[CH:11]=[CH:10][C:9]=1[OH:17].Br[CH2:19][C:20]([O:22][CH2:23][CH3:24])=[O:21].C(=O)([O-])[O-].[K+].[K+]>O>[CH3:6][O:7][C:8]1[CH:13]=[C:12]([C:14](=[O:16])[CH3:15])[CH:11]=[CH:10][C:9]=1[O:17][CH2:19][C:20]([O:22][CH2:23][CH3:24])=[O:21] |f:3.4.5|. Procedure details: To dimethylformamide (200 ml) are added 2-methoxy-4-acetylphenol (20 g), ethyl α-bromoacetate (15 ml) and potassium carbonate (18.3 g), and the mixture is stirred at room temperature overnight. After the reaction is complete, water is added to the mixture, and the mixture is extracted with ethyl acetate. The extract is washed with aqueous sodium hydrogen carbonate solution, and dried over magnesium sulfate, and concentrated under reduced pressure to remove the solvent. The resulting crystals are... The reactants are COc1ccc(N)cc1, [Cl-], O=C(O)c1ccc([N+](=O)[O-])cc1, O, c1ccncc1. Product: COc1ccc(NC(=O)c2ccc([N+](=O)[O-])cc2)cc1. As a reaction SMILES: [CH3:1][O:2][c:3]1[cH:4][cH:5][c:6]([NH2:9])[cH:7][cH:8]1.[Cl-:10].[N+:11](=[O:12])([O-:13])[c:14]1[cH:15][cH:16][c:17]([C:18](=[O:19])[OH:20])[cH:21][cH:22]1.[OH2:23].[cH:24]1[cH:25][cH:26][n:27][cH:28][cH:29]1>>[CH3:1][O:2][c:3]1[cH:4][cH:5][c:6]([NH:9][C:18]([c:17]2[cH:16][cH:15][c:14]([N+:11](=[O:12])[O-:13])[cH:22][cH:21]2)=[O:19])[cH:7][cH:8]1. Reactants: C[Si](C)(C)CCOCn1ccc2c(-c3cnn(C(CC=C(F)F)C4CCCC4)c3)ncnc21, ClCCl, O=C(O)C(F)(F)F. The product is FC(F)=CCC(C1CCCC1)n1cc(-c2ncnc3[nH]ccc23)cn1, O=C(O)C(F)(F)F. RXN SMILES: [CH:1]1([CH:6]([CH2:7][CH:8]=[C:9]([F:10])[F:11])[n:12]2[n:13][cH:14][c:15](-[c:17]3[c:18]4[c:19]([n:20][cH:21][n:22]3)[n:23]([CH2:26][O:27][CH2:28][CH2:29][Si:30]([CH3:31])([CH3:32])[CH3:33])[cH:24][cH:25]4)[cH:16]2)[CH2:2][CH2:3][CH2:4][CH2:5]1.[Cl:41][CH2:42][Cl:43].[F:34][C:35]([C:36](=[O:37])[OH:38])([F:39])[F:40]>>[CH:1]1([CH:6]([CH2:7][CH:8]=[C:9]([F:10])[F:11])[n:12]2[n:13][cH:14][c:15](-[c:17]3[c:18]4[c:19]([n:20][cH:21][n:22]3)[nH:23][cH:24][cH:25]4)[cH:16]2)[CH2:2][CH2:3][CH2:4][CH2:5]1.[F:34][C:35]([C:36](=[O:37])[OH:38])([F:39])[F:40].